This data is from the Open Reaction Database (ORD), a public repository of structured organic reaction records. The task is: describe an organic reaction: reactants, conditions, products, and yield Starting materials: C(C1=CC(OC)=C(OC)C=C1)(=O)CCC(=O)O (3-veratroylpropionic acid), C(CCS)S (1,3-propanedithiol), Cl (hydrogen chloride). Run in C(Cl)(Cl)Cl (chloroform). Conditions: time 3 hour. Product: COC=1C=C(C=CC1OC)C1(SCCCS1)CCC(=O)O (2-(3,4-dimethoxyphenyl)-m-dithiane-2-propionic acid). Reaction SMILES: [C:1]([CH2:13][CH2:14][C:15]([OH:17])=[O:16])(=O)[C:2]1[CH:11]=[CH:10][C:7]([O:8][CH3:9])=[C:4]([O:5][CH3:6])[CH:3]=1.[CH2:18]([SH:22])[CH2:19][CH2:20][SH:21].Cl>C(Cl)(Cl)Cl>[CH3:6][O:5][C:4]1[CH:3]=[C:2]([C:1]2([CH2:13][CH2:14][C:15]([OH:17])=[O:16])[S:22][CH2:18][CH2:19][CH2:20][S:21]2)[CH:11]=[CH:10][C:7]=1[O:8][CH3:9]. Procedure details: 50 g of 3-veratroylpropionic acid in 400 ml of chloroform and 22.7 g of 1,3-propanedithiol are treated with hydrogen chloride up to saturation while stirring. After 3 hours at room temperature, the solution is evaporated to 50 ml and diluted with ether. The resulting solution is extracted three times with 5% sodium carbonate. The basic phases are combined and made acidic with concentrated hydrochloric acid. The precipitated product is extracted with ether/methylene chloride (1:3). The organic ex... Solvent: O (Water). Reaction SMILES: Cl[CH2:2][C:3]1[N:4]=[C:5]([C:9]2[CH:10]=[CH:11][C:12]([CH3:19])=[C:13]([CH:18]=2)[C:14]([O:16][CH3:17])=[O:15])[O:6][C:7]=1[CH3:8].[O:20]=[CH:21][C:22]1[CH:30]=[CH:29][C:27]([OH:28])=[C:24]([O:25][CH3:26])[CH:23]=1.C(=O)([O-])[O-].[K+].[K+].CN(C)C=O>O>[CH:21]([C:22]1[CH:30]=[CH:29][C:27]([O:28][CH2:2][C:3]2[N:4]=[C:5]([C:9]3[CH:10]=[CH:11][C:12]([CH3:19])=[C:13]([CH:18]=3)[C:14]([O:16][CH3:17])=[O:15])[O:6][C:7]=2[CH3:8])=[C:24]([O:25][CH3:26])[CH:23]=1)=[O:20] |f:2.3.4|. Isolated yield 85.8%. Reported procedure: A mixture of methyl 5-(4-chloromethyl-5-methyl-1,3-oxazol-2-yl)-2-methylbenzoate (1.21 g), vanillin (0.65 g), anhydrous potassium carbonate (0.59 g) and N,N-dimethylformamide (50 mL) was stirred at 90° C. for 2 hrs. Water was poured into the reaction mixture, and the mixture was extracted with ethyl acetate. The organic layer was washed with saturated brine, dried over anhydrous magnesium sulfate and concentrated to give methyl 5-{4-[(4-formyl-2-methoxyphenoxy)methyl]-5-methyl-1,3-oxazol-2-yl}-2... Reaction conditions: temperature 90 celsius, time 2 hour. The reactants are ClCC=1N=C(OC1C)C=1C=CC(=C(C(=O)OC)C1)C (methyl 5-(4-chloromethyl-5-methyl-1,3-oxazol-2-yl)-2-methylbenzoate), O=CC1=CC(OC)=C(O)C=C1 (vanillin), C([O-])([O-])=O.[K+].[K+] (potassium carbonate), CN(C=O)C (N,N-dimethylformamide). Product: C(=O)C1=CC(=C(OCC=2N=C(OC2C)C=2C=CC(=C(C(=O)OC)C2)C)C=C1)OC (methyl 5-{4-[(4-formyl-2-methoxyphenoxy)methyl]-5-methyl-1,3-oxazol-2-yl}-2-methylbenzoate). Starting materials: C([O-])([O-])=O.[Na+].[Na+] (sodium carbonate), C(C)(C)(C)OC([C@H]1N(CCC1)C([C@@H](N)C(C)C)=O)=O (L-Valyl-L-Proline tert-butyl ester), ClC(=O)OC (methyl chloroformate). The solvent is O (water), O1CCCC1 (tetrahydrofuran), CCOCC (ether). Conditions: temperature 0 celsius. The product is C(C)(C)(C)OC([C@H]1N(CCC1)C([C@@H](NC(=O)OC)C(C)C)=O)=O (N-(methoxycarbonyl)-L-valyl-L-proline tert-butyl ester). As a reaction SMILES: C(=O)([O-])[O-].[Na+].[Na+].Cl[C:8]([O:10][CH3:11])=[O:9].[C:12]([O:16][C:17](=[O:30])[C@@H:18]1[CH2:22][CH2:21][CH2:20][N:19]1[C:23](=[O:29])[C@H:24]([CH:26]([CH3:28])[CH3:27])[NH2:25])([CH3:15])([CH3:14])[CH3:13]>O.O1CCCC1.CCOCC>[C:12]([O:16][C:17](=[O:30])[C@@H:18]1[CH2:22][CH2:21][CH2:20][N:19]1[C:23](=[O:29])[C@H:24]([CH:26]([CH3:27])[CH3:28])[NH:25][C:8]([O:10][CH3:11])=[O:9])([CH3:14])([CH3:13])[CH3:15] |f:0.1.2|. Reported procedure: A solution of sodium carbonate (110.5 g) in water (1.5 liters) and L-Valyl-L-Proline tert-butyl ester in tetrahydrofuran (THF; 1 liter) were combined and cooled to 0° C. The mixture was diluted with ether (400 ml) and methyl chloroformate (39.4 g) was added dropwise. The reaction mixture was then allowed to warm ambient temperature over 2 hours. The layers were separated and the organic phase was washed twice with 1M hydrochloric acid, followed by saturated aqueous sodium bicarbonate solution an... As a reaction SMILES: [C:1]([CH3:2])([CH3:3])([CH3:4])[O:5][C:6]([NH:7][CH:8]1[CH2:9][NH:10][CH2:11][CH:12]([CH3:14])[CH2:13]1)=[O:15].[CH3:22][C:23](=[O:24])[O:25][C:26](=[O:27])[CH3:28].[CH3:29][OH:30].[Cl:31][CH2:32][Cl:33].[cH:16]1[cH:17][cH:18][n:19][cH:20][cH:21]1>>[C:1]([CH3:2])([CH3:3])([CH3:4])[O:5][C:6]([NH:7][CH:8]1[CH2:9][N:10]([C:23]([CH3:22])=[O:24])[CH2:11][CH:12]([CH3:14])[CH2:13]1)=[O:15]. Yields the product CC(=O)N1CC(C)CC(NC(=O)OC(C)(C)C)C1. Starting materials: CC1CNCC(NC(=O)OC(C)(C)C)C1, CC(=O)OC(C)=O, CO, ClCCl, c1ccncc1. The reactants are Cl.C(C)OC(CC=1C=C(C(=CC1)OC)C1=C(C=C(C=C1)C=1C=NC(=CC1)OCC)CNCC)=O ([4′-(6-ethoxy-pyridin-3-yl)-2′-ethylaminomethyl-6-methoxy-biphenyl-3-yl]-acetic acid ethyl ester, hydrochloride), C(CCC1=CC=CC=C1)(=O)Cl (hydrocinnamoyl chloride). Yields the product C(C)OC(CC=1C=C(C(=CC1)OC)C1=C(C=C(C=C1)C=1C=NC(=CC1)OCC)CN(C(CCC1=CC=CC=C1)=O)CC)=O ((4′-(6-Ethoxy-pyridin-3-yl)-2′-{[ethyl-(3-phenyl-propionyl)-amino]-methyl}-6-methoxy-biphenyl-3-yl)-acetic acid ethyl ester). Reaction SMILES: Cl.[CH2:2]([O:4][C:5](=[O:34])[CH2:6][C:7]1[CH:8]=[C:9]([C:15]2[CH:20]=[CH:19][C:18]([C:21]3[CH:22]=[N:23][C:24]([O:27][CH2:28][CH3:29])=[CH:25][CH:26]=3)=[CH:17][C:16]=2[CH2:30][NH:31][CH2:32][CH3:33])[C:10]([O:13][CH3:14])=[CH:11][CH:12]=1)[CH3:3].[C:35](Cl)(=[O:44])[CH2:36][CH2:37][C:38]1[CH:43]=[CH:42][CH:41]=[CH:40][CH:39]=1>>[CH2:2]([O:4][C:5](=[O:34])[CH2:6][C:7]1[CH:8]=[C:9]([C:15]2[CH:20]=[CH:19][C:18]([C:21]3[CH:22]=[N:23][C:24]([O:27][CH2:28][CH3:29])=[CH:25][CH:26]=3)=[CH:17][C:16]=2[CH2:30][N:31]([CH2:32][CH3:33])[C:35](=[O:44])[CH2:36][CH2:37][C:38]2[CH:43]=[CH:42][CH:41]=[CH:40][CH:39]=2)[C:10]([O:13][CH3:14])=[CH:11][CH:12]=1)[CH3:3] |f:0.1|. Procedure details: Prepared according to the procedure described in Example 1, Step 6, using the following starting materials: [4′-(6-ethoxy-pyridin-3-yl)-2′-ethylaminomethyl-6-methoxy-biphenyl-3-yl]-acetic acid ethyl ester, hydrochloride and hydrocinnamoyl chloride. Starting materials: COC(=O)c1ccc(Br)c([N+](=O)[O-])c1, O=C([O-])[O-], Cc1ccccc1, [K+], [K+], O, Cc1ccccc1B(O)O, c1ccc(P(c2ccccc2)(c2ccccc2)[Pd](P(c2ccccc2)(c2ccccc2)c2ccccc2)(P(c2ccccc2)(c2ccccc2)c2ccccc2)P(c2ccccc2)(c2ccccc2)c2ccccc2)cc1. RXN SMILES: [Br:1][c:2]1[c:3]([N+:12](=[O:13])[O-:14])[cH:4][c:5]([C:6](=[O:7])[O:8][CH3:9])[cH:10][cH:11]1.[C:25](=[O:26])([O-:27])[O-:28].[CH3:31][c:32]1[cH:33][cH:34][cH:35][cH:36][cH:37]1.[K+:29].[K+:30].[OH2:38].[c:15]1([CH3:24])[c:16]([B:21]([OH:22])[OH:23])[cH:17][cH:18][cH:19][cH:20]1.[cH:39]1[cH:40][cH:41][c:42]([P:43]([Pd:44]([P:45]([c:46]2[cH:47][cH:48][cH:49][cH:50][cH:51]2)([c:52]2[cH:53][cH:54][cH:55][cH:56][cH:57]2)[c:58]2[cH:59][cH:60][cH:61][cH:62][cH:63]2)([P:64]([c:65]2[cH:66][cH:67][cH:68][cH:69][cH:70]2)([c:71]2[cH:72][cH:73][cH:74][cH:75][cH:76]2)[c:77]2[cH:78][cH:79][cH:80][cH:81][cH:82]2)[P:83]([c:84]2[cH:85][cH:86][cH:87][cH:88][cH:89]2)([c:90]2[cH:91][cH:92][cH:93][cH:94][cH:95]2)[c:96]2[cH:97][cH:98][cH:99][cH:100][cH:101]2)([c:102]2[cH:103][cH:104][cH:105][cH:106][cH:107]2)[c:108]2[cH:109][cH:110][cH:111][cH:112][cH:113]2)[cH:114][cH:115]1>>[c:2]1(-[c:16]2[c:15]([CH3:24])[cH:20][cH:19][cH:18][cH:17]2)[c:3]([N+:12](=[O:13])[O-:14])[cH:4][c:5]([C:6](=[O:7])[O:8][CH3:9])[cH:10][cH:11]1. Yields the product COC(=O)c1ccc(-c2ccccc2C)c([N+](=O)[O-])c1. Reactants: C[C@@H](C=O)NC(OC(C)(C)C)=O (tert-butyl (1S)-1-methyl-2-oxoethylcarbamate), [C-]#N.[K+] (potassium cyanide), C(C)(=O)O (acetic acid). Solvent: CO (methanol). Conditions: time 16 hour. The product is NC[C@@H]([C@H](C)NC(OC(C)(C)C)=O)O (tert-butyl (1S,2S)-3-amino-2-hydroxy-1-methylpropylcarbamate). Yield: 49.3%. Reaction SMILES: [CH3:1][C@H:2]([NH:5][C:6](=[O:12])[O:7][C:8]([CH3:11])([CH3:10])[CH3:9])[CH:3]=[O:4].[C-:13]#[N:14].[K+].C(O)(=O)C>CO>[NH2:14][CH2:13][C@H:3]([OH:4])[C@@H:2]([NH:5][C:6](=[O:12])[O:7][C:8]([CH3:11])([CH3:10])[CH3:9])[CH3:1] |f:1.2|. Procedure details: To a solution of 5.25 g (30.4 mmol) of tert-butyl (1S)-1-methyl-2-oxoethylcarbamate in 30 mL of methanol at 0° C. was added 2.18 g (33.4 mmol) of potassium cyanide, followed by 1.74 mL (33.4 mmol) of acetic acid. The reaction mixture was warmed to room temperature, left stirring for 16 h, and then filtered and concentrated under vacuum. The residue was dissolved in 80 mL of acetic acid, and 0.8 g of platinum oxide on carbon was added. The reaction mixture was then stirred under 40 psi of hydroge... Reactants: C(=O)NN (Formic acid hydrazide), CCN(C(C)C)C(C)C (DIEA), CC(C(=O)O)(C)C=1SC(=CN1)C1=CC(=CC(=C1)NC1=NC=CC(=N1)C(F)(F)F)C (2-methyl-2-[5-(3-methyl-5-{[4-(trifluoromethyl)pyrimidin-2-yl]amino}phenyl)-1,3-thiazol-2-yl]propanoic acid), C=1C=CC2=C(C1)N=NN2O (HOBT), C(CCl)Cl (EDC). Run in O1CCOCC1 (dioxane), O (water). Conditions: time 5 minute. The product is C(=O)NNC(C(C)(C=1SC(=CN1)C1=CC(=CC(=C1)NC1=NC=CC(=N1)C(F)(F)F)C)C)=O (N′-formyl-2-methyl-2-[5-(3-methyl-5-{[4-(trifluoromethyl)pyrimidin-2-yl]amino}phenyl)-1,3-thiazol-2-yl]propanehydrazide). Isolated yield 45.9%. As a reaction SMILES: [CH3:1][C:2]([C:7]1[S:8][C:9]([C:12]2[CH:17]=[C:16]([NH:18][C:19]3[N:24]=[C:23]([C:25]([F:28])([F:27])[F:26])[CH:22]=[CH:21][N:20]=3)[CH:15]=[C:14]([CH3:29])[CH:13]=2)=[CH:10][N:11]=1)([CH3:6])[C:3]([OH:5])=O.C1C=CC2N(O)N=NC=2C=1.C(Cl)CCl.[CH:44]([NH:46][NH2:47])=[O:45].CCN(C(C)C)C(C)C>O.O1CCOCC1>[CH:44]([NH:46][NH:47][C:3](=[O:5])[C:2]([CH3:1])([C:7]1[S:8][C:9]([C:12]2[CH:17]=[C:16]([NH:18][C:19]3[N:24]=[C:23]([C:25]([F:28])([F:26])[F:27])[CH:22]=[CH:21][N:20]=3)[CH:15]=[C:14]([CH3:29])[CH:13]=2)=[CH:10][N:11]=1)[CH3:6])=[O:45]. Procedure: The product from Step 1 (HCl salt, 187 mg, 0.408 mmol), HOBT (125 mg, 0.815 mmol), and EDC (156 mg, 0.815 mmol) were combined with dioxane (5 mL) and stirred for 5 min at room temperature. Formic acid hydrazide (73 mg, 1.223 mmol) and DIEA (105 mg, 0.815 mmol) were subsequently added. The reaction was stirred overnight at room temperature. The reaction was diluted with water and extracted with ethyl acetate (2×). The combined organic layers were washed with brine, dried (Na2SO4), filtered and ev... The reactants are CCOC(C)=O, [N-]=[N+]=NC(CCO)c1ccc(C(F)(F)F)nc1. Product: NC(CCO)c1ccc(C(F)(F)F)nc1. As a reaction SMILES: [CH3:18][CH2:19][O:20][C:21](=[O:22])[CH3:23].[N:1](=[N+:2]=[N-:3])[CH:4]([CH2:5][CH2:6][OH:7])[c:8]1[cH:9][n:10][c:11]([C:14]([F:15])([F:16])[F:17])[cH:12][cH:13]1>>[NH2:1][CH:4]([CH2:5][CH2:6][OH:7])[c:8]1[cH:9][n:10][c:11]([C:14]([F:15])([F:16])[F:17])[cH:12][cH:13]1. The reactants are C(CC)NC=1C(=NC=CC1)N1CCNCC1 (1-[3-(propylamino)-2-pyridinyl]piperazine), C([O-])(O)=O.[Na+] (sodium bicarbonate), C(=O)(N1C=NC=C1)N1C=NC=C1 (1,1'-Carbonyldiimidazole), COC=1C=C2C=C(NC2=CC1)C(=O)O (5-methoxyindole-2-carboxylic acid). The solvent is O1CCCC1 (tetrahydrofuran), CCOCC (ether), O1CCCC1 (tetrahydrofuran). Run at time 1 hour. Product: CCOC1=CC=CC=C1N2CCN(CC2)C(=O)C3=CC4=C(N3)C=CC(=C4)OC (1-[5-Methoxyindolyl-2-carbonyl]-4-[2-ethoxyphenyl]piperazine). RXN SMILES: C(N1[CH:12]=[CH:11]N=C1)(N1C=CN=C1)=O.[CH3:13][O:14][C:15]1[CH:16]=[C:17]2[C:21](=[CH:22][CH:23]=1)[NH:20][C:19]([C:24]([OH:26])=O)=[CH:18]2.C(N[C:31]1[C:32]([N:37]2[CH2:42][CH2:41][NH:40][CH2:39][CH2:38]2)=N[CH:34]=[CH:35][CH:36]=1)CC.[C:43](=O)(O)[O-:44].[Na+]>O1CCCC1.CCOCC>[CH3:11][CH2:12][O:44][C:43]1[C:32]([N:37]2[CH2:38][CH2:39][N:40]([C:24]([C:19]3[NH:20][C:21]4[CH:22]=[CH:23][C:15]([O:14][CH3:13])=[CH:16][C:17]=4[CH:18]=3)=[O:26])[CH2:41][CH2:42]2)=[CH:31][CH:36]=[CH:35][CH:34]=1 |f:3.4|. Reported procedure: 1,1'-Carbonyldiimidazole (1.30 g) is added to a 20°-25° solution of 5-methoxyindole-2-carboxylic acid (I, 1.39) in tetrahydrofuran (14 ml). The reaction is stirred one hour, then cooled to 0° and 1-(2-ethoxyphenyl)piperazine (II, 1.50 g) dissolved in tetrahydrofuran (7 ml) is added via cannula. The reaction is warmed to 20°-25° and stirred 48 hours. The reaction is diluted with ether (100 ml), poured into saturated aqueous sodium bicarbonate (100 ml). The organic layers are separated and washed ...